This data is from the Open Reaction Database (ORD), a public repository of structured organic reaction records. The task is: describe an organic reaction: reactants, conditions, products, and yield Reactants: CN(CCN(C1=C(C=CC(=C1)N)OC)C(=O)OC(C)(C)C)C (N,N-dimethyl-N'-t-butyloxycarbonyl-N'-(5-amino-2-methoxyphenyl)ethylenediamine), CC1=C(C=CC(=C1)C1=NOC(=N1)C)C1=CC=C(C=C1)C(=O)O (2'-methyl-4'-(5-methyl-1,2,4-oxadiazol-3-yl) biphenyl-4-carboxylic acid). The product is CN(CCN(C(=O)OC(C)(C)C)C=1C=C(C=CC1OC)NC(=O)C1=CC=C(C=C1)C1=C(C=C(C=C1)C1=NOC(=N1)C)C)C (N-[3-[N-(2-Dimethylaminoethyl)-N-t-butyloxycarbonylamino]-4-methoxyphenyl]-2'-methyl-4'-(5-methyl-1,2,4-oxadiazol-3-yl)biphenyl-4-carboxamide). RXN SMILES: [CH3:1][N:2]([CH3:22])[CH2:3][CH2:4][N:5]([C:15]([O:17][C:18]([CH3:21])([CH3:20])[CH3:19])=[O:16])[C:6]1[CH:11]=[C:10]([NH2:12])[CH:9]=[CH:8][C:7]=1[O:13][CH3:14].[CH3:23][C:24]1[CH:29]=[C:28]([C:30]2[N:34]=[C:33]([CH3:35])[O:32][N:31]=2)[CH:27]=[CH:26][C:25]=1[C:36]1[CH:41]=[CH:40][C:39]([C:42](O)=[O:43])=[CH:38][CH:37]=1>>[CH3:22][N:2]([CH3:1])[CH2:3][CH2:4][N:5]([C:6]1[CH:11]=[C:10]([NH:12][C:42]([C:39]2[CH:38]=[CH:37][C:36]([C:25]3[CH:26]=[CH:27][C:28]([C:30]4[N:34]=[C:33]([CH3:35])[O:32][N:31]=4)=[CH:29][C:24]=3[CH3:23])=[CH:41][CH:40]=2)=[O:43])[CH:9]=[CH:8][C:7]=1[O:13][CH3:14])[C:15]([O:17][C:18]([CH3:19])([CH3:21])[CH3:20])=[O:16]. Procedure: The title compound was prepared from N,N-dimethyl-N'-t-butyloxycarbonyl-N'-(5-amino-2-methoxyphenyl)ethylenediamine (D21, 0.37 g, 0.0012 mole) and 2'-methyl-4'-(5-methyl-1,2,4-oxadiazol-3-yl) biphenyl-4-carboxylic acid (EP 0533268 A1) (0.34 g, 0.0012 mol) using the method of Example 1 (0.40 g, 57%) The reactants are OBO, COc1cc2c(cc1Br)C(c1cccc(C#N)c1)=NCC(=O)N2C, OB(O)c1ccccc1Cl, c1ccccc1. The product is COc1cc2c(cc1-c1ccccc1Cl)C(c1cccc(C#N)c1)=NCC(=O)N2C. As a reaction SMILES: [BH:25]([OH:26])[OH:27].[Br:1][c:2]1[cH:3][c:4]2[c:5]([cH:21][c:22]1[O:23][CH3:24])[N:6]([CH3:20])[C:7](=[O:19])[CH2:8][N:9]=[C:10]2[c:11]1[cH:12][c:13]([C:14]#[N:15])[cH:16][cH:17][cH:18]1.[Cl:34][c:35]1[c:36]([B:41]([OH:42])[OH:43])[cH:37][cH:38][cH:39][cH:40]1.[cH:28]1[cH:29][cH:30][cH:31][cH:32][cH:33]1>>[c:2]1(-[c:36]2[c:35]([Cl:34])[cH:40][cH:39][cH:38][cH:37]2)[cH:3][c:4]2[c:5]([cH:21][c:22]1[O:23][CH3:24])[N:6]([CH3:20])[C:7](=[O:19])[CH2:8][N:9]=[C:10]2[c:11]1[cH:12][c:13]([C:14]#[N:15])[cH:16][cH:17][cH:18]1.